From a dataset of the Open Reaction Database (ORD), a public repository of structured organic reaction records. describe an organic reaction: reactants, conditions, products, and yield Reactants: Cc1ccc(CC(NC(=O)C2C(CO)N(Cc3ccccc3)C(=O)N2Cc2ccccc2)c2ccccc2)cc1, C1COCCO1, O=S(=O)(O)O. Product: O=C1OCC2C1N(Cc1ccccc1)C(=O)N2Cc1ccccc1. Reaction SMILES: [CH2:1]([c:2]1[cH:3][cH:4][cH:5][cH:6][cH:7]1)[N:8]1[C:9](=[O:40])[N:10]([CH2:33][c:34]2[cH:35][cH:36][cH:37][cH:38][cH:39]2)[CH:11]([C:15]([NH:16][CH:17]([c:18]2[cH:19][cH:20][cH:21][cH:22][cH:23]2)[CH2:24][c:25]2[cH:26][cH:27][c:28]([CH3:29])[cH:30][cH:31]2)=[O:32])[CH:12]1[CH2:13][OH:14].[O:46]1[CH2:47][CH2:48][O:49][CH2:50][CH2:51]1.[S:41](=[O:42])(=[O:43])([OH:44])[OH:45]>>[CH2:1]([c:2]1[cH:3][cH:4][cH:5][cH:6][cH:7]1)[N:8]1[C:9](=[O:40])[N:10]([CH2:33][c:34]2[cH:35][cH:36][cH:37][cH:38][cH:39]2)[CH:11]2[CH:12]1[CH2:13][O:14][C:15]2=[O:32]. Reactants: O=C(Nc1ccc(N2CCN(C(=O)C3CCCC3C(=O)OCc3ccccc3)CC2)cc1F)c1nc(-c2ccccc2)oc1C(F)(F)F, CO, [Li+], [OH-], O. Yields the product O=C(Nc1ccc(N2CCN(C(=O)C3CCCC3C(=O)O)CC2)cc1F)c1nc(-c2ccccc2)oc1C(F)(F)F. Reaction SMILES: [CH2:1]([c:2]1[cH:3][cH:4][cH:5][cH:6][cH:7]1)[O:8][C:9](=[O:10])[CH:11]1[CH:12]([C:16](=[O:17])[N:18]2[CH2:19][CH2:20][N:21]([c:24]3[cH:25][c:26]([F:48])[c:27]([NH:30][C:31](=[O:32])[c:33]4[n:34][c:35](-[c:42]5[cH:43][cH:44][cH:45][cH:46][cH:47]5)[o:36][c:37]4[C:38]([F:39])([F:40])[F:41])[cH:28][cH:29]3)[CH2:22][CH2:23]2)[CH2:13][CH2:14][CH2:15]1.[CH3:49][OH:50].[Li+:51].[OH-:52].[OH2:53]>>[O:8]=[C:9]([OH:10])[CH:11]1[CH:12]([C:16](=[O:17])[N:18]2[CH2:19][CH2:20][N:21]([c:24]3[cH:25][c:26]([F:48])[c:27]([NH:30][C:31](=[O:32])[c:33]4[n:34][c:35](-[c:42]5[cH:43][cH:44][cH:45][cH:46][cH:47]5)[o:36][c:37]4[C:38]([F:39])([F:40])[F:41])[cH:28][cH:29]3)[CH2:22][CH2:23]2)[CH2:13][CH2:14][CH2:15]1. The reactants are C(C)C1=NC=CC(=C1)C=1SC(=C(N1)CCO)C (2-(2-(2-ethylpyridin-4-yl)-5-methylthiazol-4-yl)ethanol), CS(=O)(=O)Cl (methanesulfonyl chloride), oil. Product: CS(=O)(=O)OCCC=1N=C(SC1C)C1=CC(=NC=C1)CC (2-(2-(2-Ethylpyridin-4-yl)-5-methylthiazol-4-yl)ethyl methanesulfonate). Reaction SMILES: [CH2:1]([C:3]1[CH:8]=[C:7]([C:9]2[S:10][C:11]([CH3:17])=[C:12]([CH2:14][CH2:15][OH:16])[N:13]=2)[CH:6]=[CH:5][N:4]=1)[CH3:2].[CH3:18][S:19](Cl)(=[O:21])=[O:20]>>[CH3:18][S:19]([O:16][CH2:15][CH2:14][C:12]1[N:13]=[C:9]([C:7]2[CH:6]=[CH:5][N:4]=[C:3]([CH2:1][CH3:2])[CH:8]=2)[S:10][C:11]=1[CH3:17])(=[O:21])=[O:20]. Reported procedure: The product was obtained starting from 2-(2-(2-ethylpyridin-4-yl)-5-methylthiazol-4-yl)ethanol (200 mg, 805 μmol, prepared as described in WO 2003/037327) and methanesulfonyl chloride (111 mg, 75.3 μL, 966 μmol) according to the method described in example 46, step 1 as yellow oil (226 mg, 692 μmol, 86%) which was used without further purification for the next step. Starting materials: Cn1c2c(c(=O)c3ccccc31)CN(C(=O)c1ccccc1)C2, CCO, [K+], [OH-], O. Product: Cn1c2c(c(=O)c3ccccc31)CNC2. RXN SMILES: [C:1](=[O:2])([c:3]1[cH:4][cH:5][cH:6][cH:7][cH:8]1)[N:9]1[CH2:10][c:11]2[n:12]([CH3:23])[c:13]3[cH:14][cH:15][cH:16][cH:17][c:18]3[c:19](=[O:22])[c:20]2[CH2:21]1.[CH3:26][CH2:27][OH:28].[K+:25].[OH-:24].[OH2:29]>>[NH:9]1[CH2:10][c:11]2[n:12]([CH3:23])[c:13]3[cH:14][cH:15][cH:16][cH:17][c:18]3[c:19](=[O:22])[c:20]2[CH2:21]1. Starting materials: C1(=CC=CC2=CC=CC=C12)CC#N (α-naphthylacetonitrile), CO (methanol), Cl (hydrogen chloride). Reported procedure: Separately, 112.2 g of α-naphthylacetonitrile and 26.7 g of methanol were stirred together at 35° C., thus dissolving the former in the latter. Then hydrogen chloride gas was introduced into the obtained solution at room temperature until white crystals were formed and solidified. 200 ml of diethyl ether was added thereto and the resulting mixture was thoroughly stirred and filtered. The powder thus obtained was dried under reduced pressure to thereby give 62.6 g of crude methyl-(α-naphthyl)acet... The product is Cl.COC(CC1=CC=CC2=CC=CC=C12)=N (methyl-(α-naphthyl)acetoimidate hydrochloride). As a reaction SMILES: [C:1]1([CH2:11][C:12]#[N:13])[C:10]2[C:5](=[CH:6][CH:7]=[CH:8][CH:9]=2)[CH:4]=[CH:3][CH:2]=1.[CH3:14][OH:15].[ClH:16]>C(OCC)C>[ClH:16].[CH3:14][O:15][C:12](=[NH:13])[CH2:11][C:1]1[C:10]2[C:5](=[CH:6][CH:7]=[CH:8][CH:9]=2)[CH:4]=[CH:3][CH:2]=1 |f:4.5|. Run in C(C)OCC (diethyl ether). Starting materials: O (Water), C1(=CC=C(C=C1)S(=O)(=O)Cl)C (p-Toluenesulfonyl chloride), O[C@@H]1C[C@H](C1)CO ((trans)-3-hydroxycyclobutanemethanol), benzoate ester, CCCCCC.C(C)(=O)OCC (hexane ethyl acetate), LP-1 silica gel. The solvent is N1=CC=CC=C1 (pyridine). Run at time 18 hour. The product is CC1=CC=C(C=C1)S(=O)(=O)O[C@@H]1C[C@H](C1)CO ((trans)-3-[[(4-methylphenyl)sulfonyl]oxy]cyclobutanemethanol), benzoate ester. RXN SMILES: [C:1]1([CH3:11])[CH:6]=[CH:5][C:4]([S:7](Cl)(=[O:9])=[O:8])=[CH:3][CH:2]=1.[OH:12][C@H:13]1[CH2:16][C@H:15]([CH2:17][OH:18])[CH2:14]1.O.CCCCCC.C(OCC)(=O)C>N1C=CC=CC=1>[CH3:11][C:1]1[CH:6]=[CH:5][C:4]([S:7]([O:12][C@H:13]2[CH2:16][C@H:15]([CH2:17][OH:18])[CH2:14]2)(=[O:9])=[O:8])=[CH:3][CH:2]=1 |f:3.4|. Reported procedure: p-Toluenesulfonyl chloride (3.47 g, 18.2 mmol) was added to a solution of the above preparation of (trans)-3-hydroxycyclobutanemethanol, benzoate ester (2.5 g) in dry pyridine (35 ml) under nitrogen, and the mixture was stirred at 60° for 18 hours. Water (20 ml) was added, and heating was continued for 4 hours longer. The reaction was cooled to room temperature and concentrated in vacuo to a solid, which was dissolved in ethyl acetate and water. The ethyl acetate layer was washed with water, sat... Product: N1(CCCCC1)CCCCC(=O)C1=CC=2CC3=CC(=CC=C3SC2C=C1)C(CCCCN1CCCCC1)=O (2,7-bis(5-piperidinovaleryl)thioxanthene). Reaction SMILES: Cl[CH2:2][CH2:3][CH2:4][CH2:5][C:6]([C:8]1[CH:21]=[CH:20][C:19]2[S:18][C:17]3[C:12](=[CH:13][C:14]([C:22](=[O:28])[CH2:23][CH2:24][CH2:25][CH2:26]Cl)=[CH:15][CH:16]=3)[CH2:11][C:10]=2[CH:9]=1)=[O:7].[I-].[K+].[NH:31]1[CH2:36][CH2:35][CH2:34][CH2:33][CH2:32]1>O1CCCC1>[N:31]1([CH2:2][CH2:3][CH2:4][CH2:5][C:6]([C:8]2[CH:21]=[CH:20][C:19]3[S:18][C:17]4[C:12](=[CH:13][C:14]([C:22](=[O:28])[CH2:23][CH2:24][CH2:25][CH2:26][N:31]5[CH2:36][CH2:35][CH2:34][CH2:33][CH2:32]5)=[CH:15][CH:16]=4)[CH2:11][C:10]=3[CH:9]=2)=[O:7])[CH2:36][CH2:35][CH2:34][CH2:33][CH2:32]1 |f:1.2|. Starting materials: ClCCCCC(=O)C1=CC=2CC3=CC(=CC=C3SC2C=C1)C(CCCCCl)=O (2,7-bis(5-chlorovaleryl)thioxanthene), [I-].[K+] (potassium iodide), N1CCCCC1 (piperidine). Run at temperature 100 celsius, time 48 hour. Run in O1CCCC1 (tetrahydrofuran). Procedure: A mixture of 20 g of 2,7-bis(5-chlorovaleryl)thioxanthene, 2 g of potassium iodide, 70 ml of piperidine and 150 ml of tetrahydrofuran is heated in a Paar bomb at 100° C. with stirring for 48 hours. Upon cooling, the solvent is evaporated, and the remaining material is poured into water then filtered. The residue is recrystallized several times from heptane to give 2,7-bis(5-piperidinovaleryl)thioxanthene, M.P. 98.5°-99.5° C.